Dataset: the Open Reaction Database (ORD), a public repository of structured organic reaction records. Task: describe an organic reaction: reactants, conditions, products, and yield Starting materials: C(C)(C)(C)OC(=O)[C@H]1NC(CC1)=O ((S)-5-oxo-pyrrolidine-2-carboxylic acid tert-butyl ester), [H-].[Na+] (sodium hydride), [Cl-].[NH4+] (ammonium chloride), FC1=CC=C(C=C1)[N+](=O)[O-] (4-fluoronitrobenzene). Solvent: CS(=O)C (dimethylsulfoxide). Reaction conditions: temperature 80 celsius, time 30 minute. Product: C(C)(C)(C)OC(=O)[C@H]1N(C(CC1)=O)C1=CC=C(C=C1)[N+](=O)[O-] ((S)-1-(4-nitro-phenyl)-5-oxo-pyrrolidine-2-carboxylic acid tert-butyl ester). RXN SMILES: [C:1]([O:5][C:6]([C@@H:8]1[CH2:12][CH2:11][C:10](=[O:13])[NH:9]1)=[O:7])([CH3:4])([CH3:3])[CH3:2].[H-].[Na+].F[C:17]1[CH:22]=[CH:21][C:20]([N+:23]([O-:25])=[O:24])=[CH:19][CH:18]=1.[Cl-].[NH4+]>CS(C)=O>[C:1]([O:5][C:6]([C@@H:8]1[CH2:12][CH2:11][C:10](=[O:13])[N:9]1[C:17]1[CH:22]=[CH:21][C:20]([N+:23]([O-:25])=[O:24])=[CH:19][CH:18]=1)=[O:7])([CH3:4])([CH3:2])[CH3:3] |f:1.2,4.5|. Procedure details: To a stirred solution of (S)-5-oxo-pyrrolidine-2-carboxylic acid tert-butyl ester (1.85 g, 10 mmol) in dimethylsulfoxide (10 mL) at room temperature, sodium hydride (440 mg of 60% dispersion in mineral oil, 11 mmol) is added in portions over a period of 20 min. After 30 min, 4-fluoronitrobenzene (1.06 mL, 10 mmol) is added and the mixture is heated by placing in an oil-bath maintained at 80° C. for 4 h. The reaction mixture is allowed to cool to room temperature, treated with saturated ammonium ...